Dataset: the Open Reaction Database (ORD), a public repository of structured organic reaction records. Task: describe an organic reaction: reactants, conditions, products, and yield Starting materials: CC(=O)NCC1CN(c2ccc(N3CCC(F)(CN=[N+]=[N-])CC3)c(F)c2)C(=O)O1, C1CCOC1, O, c1ccc(P(c2ccccc2)c2ccccc2)cc1. The product is CC(=O)NCC1CN(c2ccc(N3CCC(F)(CN)CC3)c(F)c2)C(=O)O1. As a reaction SMILES: [F:1][C:2]1([CH2:26][N:27]=[N+:28]=[N-:29])[CH2:3][CH2:4][N:5]([c:8]2[c:9]([F:25])[cH:10][c:11]([N:14]3[C:15](=[O:24])[O:16][CH:17]([CH2:19][NH:20][C:21]([CH3:22])=[O:23])[CH2:18]3)[cH:12][cH:13]2)[CH2:6][CH2:7]1.[O:50]1[CH2:51][CH2:52][CH2:53][CH2:54]1.[OH2:49].[c:30]1([P:31]([c:32]2[cH:33][cH:34][cH:35][cH:36][cH:37]2)[c:38]2[cH:39][cH:40][cH:41][cH:42][cH:43]2)[cH:44][cH:45][cH:46][cH:47][cH:48]1>>[F:1][C:2]1([CH2:26][NH2:27])[CH2:3][CH2:4][N:5]([c:8]2[c:9]([F:25])[cH:10][c:11]([N:14]3[C:15](=[O:24])[O:16][CH:17]([CH2:19][NH:20][C:21]([CH3:22])=[O:23])[CH2:18]3)[cH:12][cH:13]2)[CH2:6][CH2:7]1. Starting materials: C(=O)N1CCCCC1 (N-formylpiperidine), S(=O)(=O)([O-])C1=CC=C(C)C=C1.[NH+]1=CC=CC=C1 (pyridinium tosylate), Cl (HCl), BrC1=C(SC=C1)C=O (3-Bromothiophene-2-carboxaldehyde). Run in C1(=CC=CC=C1)C (toluene), C(CO)O (ethylene glycol). The product is BrC1=C(SC=C1)C1OCCO1 (3-bromo-2-(2-dioxolanyl)thiophene). Reaction SMILES: C(N1[CH2:8][CH2:7]CCC1)=O.Cl.[Br:10][C:11]1[CH:15]=[CH:14][S:13][C:12]=1[CH:16]=[O:17].S(C1C=CC(C)=CC=1)([O-])(=O)=[O:19].[NH+]1C=CC=CC=1>C1(C)C=CC=CC=1.C(O)CO>[Br:10][C:11]1[CH:15]=[CH:14][S:13][C:12]=1[CH:16]1[O:19][CH2:8][CH2:7][O:17]1 |f:3.4|. Reported procedure: 2,3-Dibromothiophene (1) is converted to 3-Bromothiophene-2-carboxaldehyde (2) through a series of reactions with n-butyl lithium yielding 2-litho-3-bromothiophene, followed by N-formylpiperidine and 3N HCl. This 3-bromothiophene-2-carboxaldehyde (2) is then placed in toluene solution containing ethylene glycol to which is added pyridinium tosylate yielding 3-bromo-2-(2-dioxolanyl)thiophene (3). This 3-bromo-2-(2-dioxolanyl)thiophene (3) is then reacted with n-butyllithium followed by sulfur, th... Procedure details: A mixture of 1,5-bis(4'-methoxycarbonylphenyl)-3-pentanol and 1 L of 3 M aqueous sodium hydroxide are heated at reflux for 7 hours, the resulting reaction mixture is allowed to cool to room temperature and added to a stirred mixture of 300 mL concentrated hydrochloric acid and 200 g of ice. The precipitate is collected by filtration and recrystallized from 3 L of acetic acid. The purified product is dried by heating under vacuum to give 330 g (100% of theory) of 1,5-bis(4'-carboxyphenyl)-3-penta... Reactants: ice, COC(=O)C1=CC=C(C=C1)CCC(CCC1=CC=C(C=C1)C(=O)OC)O (1,5-bis(4'-methoxycarbonylphenyl)-3-pentanol), [OH-].[Na+] (sodium hydroxide). Product: C(=O)(O)C1=CC=C(C=C1)CCC(CCC1=CC=C(C=C1)C(=O)O)O (1,5-bis(4'-carboxyphenyl)-3-pentanol). As a reaction SMILES: C[O:2][C:3]([C:5]1[CH:10]=[CH:9][C:8]([CH2:11][CH2:12][CH:13]([OH:26])[CH2:14][CH2:15][C:16]2[CH:21]=[CH:20][C:19]([C:22]([O:24]C)=[O:23])=[CH:18][CH:17]=2)=[CH:7][CH:6]=1)=[O:4].[OH-].[Na+]>Cl>[C:22]([C:19]1[CH:18]=[CH:17][C:16]([CH2:15][CH2:14][CH:13]([OH:26])[CH2:12][CH2:11][C:8]2[CH:7]=[CH:6][C:5]([C:3]([OH:4])=[O:2])=[CH:10][CH:9]=2)=[CH:21][CH:20]=1)([OH:24])=[O:23] |f:1.2|. The yield is 100.0%. The solvent is Cl (hydrochloric acid). Reactants: C1(CC1)C1=NN2C(N=C(C=C2O)C)=N1 (2-cyclopropyl-5-methyl[1,2,4]triazolo[1,5-a]pyrimidin-7-ol), P(=O)(Cl)(Cl)Cl (phosphorous oxychloride), C(=O)([O-])[O-].[Na+].[Na+] (Na2CO3). Run in O (water). Yields the product ClC1=CC(=NC=2N1N=C(N2)C2CC2)C (7-chloro-2-cyclopropyl-5-methyl[1,2,4]triazolo[1,5-a]pyrimidine). Reaction SMILES: [CH:1]1([C:4]2[N:14]=[C:7]3[N:8]=[C:9]([CH3:13])[CH:10]=[C:11](O)[N:6]3[N:5]=2)[CH2:3][CH2:2]1.P(Cl)(Cl)([Cl:17])=O.C([O-])([O-])=O.[Na+].[Na+]>O>[Cl:17][C:11]1[N:6]2[N:5]=[C:4]([CH:1]3[CH2:3][CH2:2]3)[N:14]=[C:7]2[N:8]=[C:9]([CH3:13])[CH:10]=1 |f:2.3.4|. Procedure details: A suspension of Intermediate 19 (0.15 g, 0.789 mmol) in phosphorous oxychloride (ALDRICH, 1 ml, 10.73 mmol) was heated under reflux for 1 h. The reaction mixture was added dropwise into iced water, neutralized with solid Na2CO3 and product was extracted with DCM. The combined organic layers were washed with brine and dried over anhydrous Na2SO4. The crude mixture was purified by flash chromatography (Si, eluting with Hexane:EtOAc mixtures from 100:0 to 40:60%) to yield the title compound as a wh... Reactants: C(C)(=O)N1C(C(C2=CC=C(C=C12)C(=O)OC)=C(C1=CC=CC=C1)OCC)=O (1-acetyl-3-(1-ethoxy-1-phenylmethylene)-6-methoxycarbonyl-2-indolinone), C(C)(C)(C)OC(=O)NCC1=CC=C(N)C=C1 (4-(N-tert.butoxycarbonyl-aminomethyl)-aniline). Yields the product C(C)(C)(C)OC(=O)NCC1=CC=C(N\C(\C2=CC=CC=C2)=C\2/C(NC3=CC(=CC=C23)C(=O)OC)=O)C=C1 (3-Z-[1-(4-(N-tert.butoxycarbonyl-aminomethyl)-anilino)-1-phenyl-methylene]-6-methoxycarbonyl-2-indolinone). As a reaction SMILES: C([N:4]1[C:12]2[C:7](=[CH:8][CH:9]=[C:10]([C:13]([O:15][CH3:16])=[O:14])[CH:11]=2)[C:6](=[C:17](OCC)[C:18]2[CH:23]=[CH:22][CH:21]=[CH:20][CH:19]=2)[C:5]1=[O:27])(=O)C.[C:28]([O:32][C:33]([NH:35][CH2:36][C:37]1[CH:43]=[CH:42][C:40]([NH2:41])=[CH:39][CH:38]=1)=[O:34])([CH3:31])([CH3:30])[CH3:29]>>[C:28]([O:32][C:33]([NH:35][CH2:36][C:37]1[CH:43]=[CH:42][C:40]([NH:41]/[C:17](=[C:6]2\[C:5](=[O:27])[NH:4][C:12]3[C:7]\2=[CH:8][CH:9]=[C:10]([C:13]([O:15][CH3:16])=[O:14])[CH:11]=3)/[C:18]2[CH:23]=[CH:22][CH:21]=[CH:20][CH:19]=2)=[CH:39][CH:38]=1)=[O:34])([CH3:31])([CH3:29])[CH3:30]. Procedure details: Prepared from 1-acetyl-3-(1-ethoxy-1-phenylmethylene)-6-methoxycarbonyl-2-indolinone and 4-(N-tert.butoxycarbonyl-aminomethyl)-aniline Rf value: 0.3 (aluminium oxide, methylene chloride/methanol=20:1) C29H29N3O5 The reactants are ClC1=CC=C(C=C1)N1C2=NC=NC(=C2N=C1C1=C(C=CC=C1)Cl)N1CC2C(C2C1)(C#N)N1CCOCC1 (3-[9-(4-chlorophenyl)-8-(2-chlorophenyl)-9H-purin-6-yl]-6-morpholin-4-yl-3-azabicyclo[3.1.0]hexane-6-carbonitrile), methylene chloride hexanes, OS(=O)(=O)O (H2SO4). Reaction conditions: time 8 hour. Product: ClC1=CC=C(C=C1)N1C2=NC=NC(=C2N=C1C1=C(C=CC=C1)Cl)N1CC2C(C2C1)(C(=O)N)N1CCOCC1 (3-[9-(4-Chlorophenyl)-8-(2-chlorophenyl)-9H-purin-6-yl]-6-morpholin-4-yl-3-azabicyclo[3.1.0]hexane-6-Carboxylic Acid Amide). Reaction SMILES: [Cl:1][C:2]1[CH:7]=[CH:6][C:5]([N:8]2[C:16]([C:17]3[CH:22]=[CH:21][CH:20]=[CH:19][C:18]=3[Cl:23])=[N:15][C:14]3[C:9]2=[N:10][CH:11]=[N:12][C:13]=3[N:24]2[CH2:29][CH:28]3[CH:26]([C:27]3([N:32]3[CH2:37][CH2:36][O:35][CH2:34][CH2:33]3)[C:30]#[N:31])[CH2:25]2)=[CH:4][CH:3]=1.[OH:38]S(O)(=O)=O>>[Cl:1][C:2]1[CH:3]=[CH:4][C:5]([N:8]2[C:16]([C:17]3[CH:22]=[CH:21][CH:20]=[CH:19][C:18]=3[Cl:23])=[N:15][C:14]3[C:9]2=[N:10][CH:11]=[N:12][C:13]=3[N:24]2[CH2:25][CH:26]3[CH:28]([C:27]3([N:32]3[CH2:37][CH2:36][O:35][CH2:34][CH2:33]3)[C:30]([NH2:31])=[O:38])[CH2:29]2)=[CH:6][CH:7]=1. Procedure details: A mixture of 3-[9-(4-chlorophenyl)-8-(2-chlorophenyl)-9H-purin-6-yl]-6-morpholin-4-yl-3-azabicyclo[3.1.0]hexane-6-carbonitrile 29A-8 (28 mg, 0.052 mmol) in concentrated H2SO4 (0.6 ml) was heated at 200° C. for two hours. After the reaction mixture was allowed to cool to room temperature and stir overnight, it was cooled in an ice bath and then carefully quenched with 5 M aqueous NaOH to pH 11. The mixture was extracted with ethyl acetate and then the combined organic layers were washed with brin... Starting materials: NC1CCN(CC1)C1CCCCC1 (4-amino-1-cyclohexylpiperidine), [N+](=O)([O-])C=1C=C2C(C(=O)OC2=O)=CC1 (4-nitrophthalic anhydride). Run in C(Cl)(Cl)Cl (chloroform). Product: C1(CCCCC1)N1CCC(CC1)N1C(C=2C(C1=O)=CC(=CC2)[N+](=O)[O-])=O (1-Cyclohexyl-4-(4-nitrophthalimido)piperidine). As a reaction SMILES: [NH2:1][CH:2]1[CH2:7][CH2:6][N:5]([CH:8]2[CH2:13][CH2:12][CH2:11][CH2:10][CH2:9]2)[CH2:4][CH2:3]1.[N+:14]([C:17]1[CH:18]=[C:19]2[C:24](=O)[O:23][C:21](=[O:22])[C:20]2=[CH:26][CH:27]=1)([O-:16])=[O:15]>C(Cl)(Cl)Cl>[CH:8]1([N:5]2[CH2:6][CH2:7][CH:2]([N:1]3[C:24](=[O:23])[C:19]4=[CH:18][C:17]([N+:14]([O-:16])=[O:15])=[CH:27][CH:26]=[C:20]4[C:21]3=[O:22])[CH2:3][CH2:4]2)[CH2:13][CH2:12][CH2:11][CH2:10][CH2:9]1. Procedure details: 6.85 Grams of 4-amino-1-cyclohexylpiperidine were added to 7.26 grams of 4-nitrophthalic anhydride in 100 milliliters of chloroform and the solution was evaporated to dryness. 50 millilters of acetic anhydride were then added and the solution was heated on a steam bath for half an hour. The excess acetic anhydride was evaporated off and the residue dissolved in 40 millilters of isopropyl alcohol and the product crystallised out. This was filtered, dried and dissolved in the least amount of ethan... The reactants are CC(=O)OC1CCC2(C)C(=CCC3C2CCC2(C)C(OC(C)=O)CCC32)C1, CO, CC(=O)O, O=[Cr](=O)=O, O. Product: CC(=O)OC1CCC2(C)C(=CC(=O)C3C2CCC2(C)C(OC(C)=O)CCC32)C1. As a reaction SMILES: [C:1]([CH3:2])(=[O:3])[O:4][CH:5]1[CH2:6][C:7]2=[CH:8][CH2:9][CH:10]3[CH:11]4[CH2:12][CH2:13][CH:14]([O:24][C:25]([CH3:26])=[O:27])[C:15]4([CH3:16])[CH2:17][CH2:18][CH:19]3[C:20]2([CH3:23])[CH2:21][CH2:22]1.[CH3:32][OH:33].[CH3:34][C:35](=[O:36])[OH:37].[O:28]=[Cr:29](=[O:30])=[O:31].[OH2:38]>>[C:1]([CH3:2])(=[O:3])[O:4][CH:5]1[CH2:6][C:7]2=[CH:8][C:9](=[O:28])[CH:10]3[CH:11]4[CH2:12][CH2:13][CH:14]([O:24][C:25]([CH3:26])=[O:27])[C:15]4([CH3:16])[CH2:17][CH2:18][CH:19]3[C:20]2([CH3:23])[CH2:21][CH2:22]1. Reactants: IC=1C(=CC(=C(OC(C#N)=CNC2=CC=CC=C2)C1)C(C)C)OC (2-(5-iodo-2-isopropyl-4-methoxy-phenoxy)-3-phenylamino-acrylonitrile), C(O)(O)=O.NC(=N)N (guanidine carbonate), CN(C)C=O (DMF), C(C)(=O)OCC (ethyl acetate). Solvent: O (Water). Reaction conditions: temperature 60 celsius. Yields the product IC=1C(=CC(=C(OC=2C(=NC(=NC2)N)N)C1)C(C)C)OC (5-(5-iodo-2-isopropyl-4-methoxy-phenoxy)-pyrimidine-2,4-diamine). Isolated yield 99.1%. As a reaction SMILES: [I:1][C:2]1[C:3]([O:23][CH3:24])=[CH:4][C:5]([CH:20]([CH3:22])[CH3:21])=[C:6]([CH:19]=1)[O:7][C:8](=[CH:11]NC1C=CC=CC=1)[C:9]#[N:10].C(=O)(O)O.[NH2:29][C:30]([NH2:32])=[NH:31].CN(C=O)C.C(OCC)(=O)C>O>[I:1][C:2]1[C:3]([O:23][CH3:24])=[CH:4][C:5]([CH:20]([CH3:22])[CH3:21])=[C:6]([CH:19]=1)[O:7][C:8]1[C:9]([NH2:10])=[N:31][C:30]([NH2:32])=[N:29][CH:11]=1 |f:1.2|. Procedure details: A solution of 2-(5-iodo-2-isopropyl-4-methoxy-phenoxy)-3-phenylamino-acrylonitrile (280 g, 0.64 mol), guanidine carbonate (110 g, 0.61 mol), and 560 ml of DMF was heated to 120° C. for 18 hours. After cooling the mixture to 60° C., 140 ml of ethyl acetate was added. Water (1.12 L) was then added to the mixture at a rate to maintain an internal temperature of 50° C. The resulting slurry was cooled to 20° C. and aged. Precipitated solids were collected by filtration, washed with water (300 ml) fol... The reactants are NC1=NNC2=CC=C(C=C12)C1=NC(NC(=C1)C1=C(C=CC=C1)OCC(C)C)=O (4-(3-amino-1H-indazol-5-yl)-6-(2-isobutoxyphenyl)pyrimidin-2(1H)-one), C=O (formaldehyde), C(#N)[BH3-].[Na+] (sodium cyanoborohydride). Reagents/catalysts: C(C)(=O)O (acetic acid). Solvent: CN(C=O)C (dimethylformamide). Reaction conditions: time 1 hour. Yields the product CNC1=NNC2=CC=C(C=C12)C1=NC(NC(=C1)C1=C(C=CC=C1)OCC(C)C)=O (4-[3-(methylamino)-1H-indazol-5-yl]-6-{2-[(2-methylpropyl)oxy]phenyl}pyrimidin-2(1H)-one). Isolated yield 24.7%. Reaction SMILES: [NH2:1][C:2]1[C:10]2[C:5](=[CH:6][CH:7]=[C:8]([C:11]3[CH:16]=[C:15]([C:17]4[CH:22]=[CH:21][CH:20]=[CH:19][C:18]=4[O:23][CH2:24][CH:25]([CH3:27])[CH3:26])[NH:14][C:13](=[O:28])[N:12]=3)[CH:9]=2)[NH:4][N:3]=1.C=O.[C:31]([BH3-])#N.[Na+]>C(O)(=O)C.CN(C)C=O>[CH3:31][NH:1][C:2]1[C:10]2[C:5](=[CH:6][CH:7]=[C:8]([C:11]3[CH:16]=[C:15]([C:17]4[CH:22]=[CH:21][CH:20]=[CH:19][C:18]=4[O:23][CH2:24][CH:25]([CH3:26])[CH3:27])[NH:14][C:13](=[O:28])[N:12]=3)[CH:9]=2)[NH:4][N:3]=1 |f:2.3|. Procedure details: To a 5 mL round bottom flask were added commercially available 4-(3-amino-1H-indazol-5-yl)-6-(2-isobutoxyphenyl)pyrimidin-2(1H)-one (100 mg, 0.26 mmol), formaldehyde (0.12 g of 37% H2O solution, 1.6 mmol), dimethylformamide (2 mL) and glacial acetic acid (1 drop). The reaction mixture was stirred at room temperature for 1 h, after which time sodium cyanoborohydride (1M THF solution (Aldrich), 2 mL, 2 mmol) was added. The reaction mixture was stirred at room temperature for an additional 1 h. For...